This data is from the Open Reaction Database (ORD), a public repository of structured organic reaction records. The task is: describe an organic reaction: reactants, conditions, products, and yield The reactants are CSc1ncc(Cc2ccc(Br)cc2)c(=O)[nH]1, CN(CCCN)c1ccccn1, c1ccncc1. The product is CN(CCCNc1ncc(Cc2ccc(Br)cc2)c(=O)[nH]1)c1ccccn1. As a reaction SMILES: [CH3:13][S:14][c:15]1[n:16][cH:17][c:18]([CH2:22][c:23]2[cH:24][cH:25][c:26]([Br:29])[cH:27][cH:28]2)[c:19](=[O:21])[nH:20]1.[NH2:1][CH2:2][CH2:3][CH2:4][N:5]([CH3:6])[c:7]1[n:8][cH:9][cH:10][cH:11][cH:12]1.[cH:30]1[cH:31][cH:32][n:33][cH:34][cH:35]1>>[NH:1]([CH2:2][CH2:3][CH2:4][N:5]([CH3:6])[c:7]1[n:8][cH:9][cH:10][cH:11][cH:12]1)[c:15]1[n:16][cH:17][c:18]([CH2:22][c:23]2[cH:24][cH:25][c:26]([Br:29])[cH:27][cH:28]2)[c:19](=[O:21])[nH:20]1. Starting materials: [N+](=O)([O-])C1=CC=C(C=C1)N1CCN(CC1)C1=CC=NC=C1 (1-(4-nitrophenyl)-4-(4-pyridyl)piperazine). Reagents/catalysts: [Pd] (palladium on charcoal). Run in C(C)O (ethanol). Yields the product NC1=CC=C(C=C1)N1CCN(CC1)C1=CC=NC=C1 (1-(4-aminophenyl)-4-(4-pyridyl)piperazine). Isolated yield 58.3%. RXN SMILES: [N+:1]([C:4]1[CH:9]=[CH:8][C:7]([N:10]2[CH2:15][CH2:14][N:13]([C:16]3[CH:21]=[CH:20][N:19]=[CH:18][CH:17]=3)[CH2:12][CH2:11]2)=[CH:6][CH:5]=1)([O-])=O>C(O)C.[Pd]>[NH2:1][C:4]1[CH:5]=[CH:6][C:7]([N:10]2[CH2:15][CH2:14][N:13]([C:16]3[CH:21]=[CH:20][N:19]=[CH:18][CH:17]=3)[CH2:12][CH2:11]2)=[CH:8][CH:9]=1. Procedure details: A mixture of 1-(4-nitrophenyl)-4-(4-pyridyl)piperazine (2.07 g) in ethanol (100 ml) was hydrogenated at room temperature under a pressure of 2 bars in the presence of 10% palladium on charcoal (0.25 g). When reduction was complete, the catalyst was filtered off and the filtrate was evaporated. The residue was crystallised from methanol/ethyl acetate to give 1-(4-aminophenyl)-4-(4-pyridyl)piperazine (1.08 g), m.p. 210°-211° C. Found: C,70.47; H,7.07; N,21.56. C15H18N4 requires: C,70.83; H,7.13; N...